This data is from the Open Reaction Database (ORD), a public repository of structured organic reaction records. The task is: describe an organic reaction: reactants, conditions, products, and yield Reactants: N=C(c1ccccc1)c1ccccc1, CC(=O)OC(C)C, COC(=O)NC1Cc2ccc(Br)cc2C1, C[O-], Cc1ccccc1, [Na+], O, c1ccc(P(c2ccccc2)c2ccc3ccccc3c2-c2c(P(c3ccccc3)c3ccccc3)ccc3ccccc23)cc1. Yields the product COC(=O)NC1Cc2ccc(N=C(c3ccccc3)c3ccccc3)cc2C1. RXN SMILES: [C:16]([c:17]1[cH:18][cH:19][cH:20][cH:21][cH:22]1)([c:23]1[cH:24][cH:25][cH:26][cH:27][cH:28]1)=[NH:29].[C:79]([O:80][CH:81]([CH3:82])[CH3:83])(=[O:84])[CH3:85].[CH3:1][O:2][C:3]([NH:4][CH:5]1[CH2:6][c:7]2[cH:8][cH:9][c:10]([Br:14])[cH:11][c:12]2[CH2:13]1)=[O:15].[CH3:76][O-:77].[CH3:87][c:88]1[cH:89][cH:90][cH:91][cH:92][cH:93]1.[Na+:78].[OH2:86].[c:30]1([P:31]([c:32]2[cH:33][cH:34][cH:35][cH:36][cH:37]2)[c:38]2[cH:39][cH:40][c:41]3[c:42]([cH:43][cH:44][cH:45][cH:46]3)[c:47]2-[c:48]2[c:49]3[c:50]([cH:51][cH:52][cH:53][cH:54]3)[cH:55][cH:56][c:57]2[P:58]([c:59]2[cH:60][cH:61][cH:62][cH:63][cH:64]2)[c:65]2[cH:66][cH:67][cH:68][cH:69][cH:70]2)[cH:71][cH:72][cH:73][cH:74][cH:75]1>>[CH3:1][O:2][C:3]([NH:4][CH:5]1[CH2:6][c:7]2[cH:8][cH:9][c:10]([N:29]=[C:16]([c:17]3[cH:18][cH:19][cH:20][cH:21][cH:22]3)[c:23]3[cH:24][cH:25][cH:26][cH:27][cH:28]3)[cH:11][c:12]2[CH2:13]1)=[O:15].